From a dataset of the Open Reaction Database (ORD), a public repository of structured organic reaction records. describe an organic reaction: reactants, conditions, products, and yield Run in ice. Procedure: To make the desired bisphenol from this diamine, we prepare a solution of 60 milliliters of concentrated hydrochloric acid, 200 milliliters of ice and 33.4 grams (0.1 mole) of 2,2-bis(3-aminophenyl)hexafluoropropane, and add thereto an aqueous solution of sodium nitrite (0.2 mole). We stir the mixture slowly, and heat to 80° C. for two hours. After the desired phenol separates, we extract it three times with 100 milliliters of ether each time, then wash the organic phase with water, sodium bicar... As a reaction SMILES: Cl.N[C:3]1[CH:4]=[C:5]([C:9](C2C=CC=C(N)C=2)([C:14]([F:17])([F:16])[F:15])[C:10]([F:13])([F:12])[F:11])[CH:6]=[CH:7][CH:8]=1.N([O-])=[O:26].[Na+].[C:29]1([OH:35])[CH:34]=[CH:33][CH:32]=[CH:31][CH:30]=1>>[OH:35][C:29]1[CH:34]=[C:33]([C:9]([C:5]2[CH:6]=[CH:7][CH:8]=[C:3]([OH:26])[CH:4]=2)([C:14]([F:17])([F:16])[F:15])[C:10]([F:13])([F:12])[F:11])[CH:32]=[CH:31][CH:30]=1 |f:2.3|. Reactants: bisphenol, N(=O)[O-].[Na+] (sodium nitrite), diamine, Cl (hydrochloric acid), NC=1C=C(C=CC1)C(C(F)(F)F)(C(F)(F)F)C1=CC(=CC=C1)N (2,2-bis(3-aminophenyl)hexafluoropropane), C1(=CC=CC=C1)O (phenol). The product is OC=1C=C(C=CC1)C(C(F)(F)F)(C(F)(F)F)C1=CC(=CC=C1)O (2,2-bis(3-hydroxyphenyl)hexafluoropropane). Run at temperature 80 celsius. The reactants are NC1=C(C=CC(=C1)OC)C1CC=2C=CC(=CC2CC1)OC(C(C)(C)C)=O (pivalic acid 6-(2-amino-4-methoxyphenyl)-5,6,7,8-tetrahydronaphthalen-2-yl ester), Cl.N1(CCCCC1)CCOC1=CC=C(C=C1)CC(=O)O ([4-(2-piperidin-1-ylethoxy)phenyl]acetic acid hydrochloride). The product is COC1=CC(=C(C=C1)C1CC=2C=CC(=CC2CC1)OC(C(C)(C)C)=O)NC(CC1=CC=C(C=C1)OCCN1CCCCC1)=O (Pivalic acid 6-{4-methoxy-2-{2-[4-(2-piperidin-1-ylethoxy)phenyl]acetylamino}phenyl}-5,6,7,8-tetrahydronaphthalen-2-yl ester). Isolated yield 54.9%. Reaction SMILES: [NH2:1][C:2]1[CH:7]=[C:6]([O:8][CH3:9])[CH:5]=[CH:4][C:3]=1[CH:10]1[CH2:19][CH2:18][C:17]2[CH:16]=[C:15]([O:20][C:21](=[O:26])[C:22]([CH3:25])([CH3:24])[CH3:23])[CH:14]=[CH:13][C:12]=2[CH2:11]1.Cl.[N:28]1([CH2:34][CH2:35][O:36][C:37]2[CH:42]=[CH:41][C:40]([CH2:43][C:44](O)=[O:45])=[CH:39][CH:38]=2)[CH2:33][CH2:32][CH2:31][CH2:30][CH2:29]1>>[CH3:9][O:8][C:6]1[CH:5]=[CH:4][C:3]([CH:10]2[CH2:19][CH2:18][C:17]3[CH:16]=[C:15]([O:20][C:21](=[O:26])[C:22]([CH3:23])([CH3:25])[CH3:24])[CH:14]=[CH:13][C:12]=3[CH2:11]2)=[C:2]([NH:1][C:44](=[O:45])[CH2:43][C:40]2[CH:41]=[CH:42][C:37]([O:36][CH2:35][CH2:34][N:28]3[CH2:29][CH2:30][CH2:31][CH2:32][CH2:33]3)=[CH:38][CH:39]=2)[CH:7]=1 |f:1.2|. Procedure details: Synthesized from pivalic acid 6-(2-amino-4-methoxyphenyl)-5,6,7,8-tetrahydronaphthalen-2-yl ester (100 mg) and [4-(2-piperidin-1-ylethoxy)phenyl]acetic acid hydrochloride (140 mg) according to an analogous synthetic method to Preparation Example 154,the title compound (93 mg) was obtained.